This data is from the Open Reaction Database (ORD), a public repository of structured organic reaction records. The task is: describe an organic reaction: reactants, conditions, products, and yield Procedure: The third part of the resin obtained in Example 2 (116 mg) was coupled with 160 mg of succinic anhydride analogously to the procedure described in Example 3. The resin was washed and dried, and the final product was cleaved off and processed as described in Example 1. The product is C(N)(=O)[C@H](CCCNC(=N)N)NC(=O)C1=CC(=C(C=C1)NC(CCC(=O)O)=O)OCCC1=C(C=C(C=C1)Cl)Cl ((S)-N-{4-(1-Carbamoyl-4-guanidinobutylcarbamoyl)-2-[2-(2,4-dichlorophenyl)ethoxy]phenyl}succinamic acid). Reactants: NC1=C(C=C(C(=O)N[C@@H](CCCNC(=N)N)C(N)=O)C=C1)OCCC1=C(C=C(C=C1)Cl)Cl ((S)-4-Amino-N-(1-carbamoyl-4-guanidinobutyl)-3-[2-(2,4-dichlorophenyl)ethoxy]benzamide), C1(CCC(=O)O1)=O (succinic anhydride). RXN SMILES: [NH2:1][C:2]1[CH:21]=[CH:20][C:5]([C:6]([NH:8][C@H:9]([C:17](=[O:19])[NH2:18])[CH2:10][CH2:11][CH2:12][NH:13][C:14]([NH2:16])=[NH:15])=[O:7])=[CH:4][C:3]=1[O:22][CH2:23][CH2:24][C:25]1[CH:30]=[CH:29][C:28]([Cl:31])=[CH:27][C:26]=1[Cl:32].[C:33]1(=[O:39])[O:38][C:36](=[O:37])[CH2:35][CH2:34]1>>[C:17]([C@@H:9]([NH:8][C:6]([C:5]1[CH:20]=[CH:21][C:2]([NH:1][C:33](=[O:39])[CH2:34][CH2:35][C:36]([OH:38])=[O:37])=[C:3]([O:22][CH2:23][CH2:24][C:25]2[CH:30]=[CH:29][C:28]([Cl:31])=[CH:27][C:26]=2[Cl:32])[CH:4]=1)=[O:7])[CH2:10][CH2:11][CH2:12][NH:13][C:14]([NH2:16])=[NH:15])(=[O:19])[NH2:18]. Starting materials: CCOC(CNc1ccncc1)OCC, CN(C)P(=O)(N(C)C)N(C)C, CN(C)C=O, O=C(Cl)OCc1ccccc1, [H-], [Na+], O. The product is CCOC(CN(C(=O)OCc1ccccc1)c1ccncc1)OCC. Reaction SMILES: [CH2:1]([CH3:2])[O:3][CH:4]([CH2:5][NH:6][c:7]1[cH:8][cH:9][n:10][cH:11][cH:12]1)[O:13][CH2:14][CH3:15].[CH3:16][N:17]([CH3:18])[P:19](=[O:20])([N:21]([CH3:22])[CH3:23])[N:24]([CH3:25])[CH3:26].[CH3:40][N:41]([CH3:42])[CH:43]=[O:44].[Cl:29][C:30](=[O:31])[O:32][CH2:33][c:34]1[cH:35][cH:36][cH:37][cH:38][cH:39]1.[H-:27].[Na+:28].[OH2:45]>>[CH2:1]([CH3:2])[O:3][CH:4]([CH2:5][N:6]([c:7]1[cH:8][cH:9][n:10][cH:11][cH:12]1)[C:30](=[O:31])[O:32][CH2:33][c:34]1[cH:35][cH:36][cH:37][cH:38][cH:39]1)[O:13][CH2:14][CH3:15]. The reactants are C(CCC)OC(=O)C1=C(C2=C(C=N1)C=C(S2)SC2=CC=CC=C2)O (7-Hydroxy-2-phenylsulfanyl-thieno[3,2-c]pyridine-6-carboxylic acid n-butyl ester), NCC(=O)O (glycine). Solvent: CO (methanol), Cl (HCl), C[O-].[Na+] (NaOMe). Run at temperature 120 celsius. Product: OC=1C2=C(C=NC1C(=O)NCC(=O)O)C=C(S2)SC2=CC=CC=C2 ([(7-Hydroxy-2-phenylsulfanyl-thieno[3,2-c]pyridine-6-carbonyl)-amino]-acetic acid). Reaction SMILES: C(O[C:6]([C:8]1[N:13]=[CH:12][C:11]2[CH:14]=[C:15]([S:17][C:18]3[CH:23]=[CH:22][CH:21]=[CH:20][CH:19]=3)[S:16][C:10]=2[C:9]=1[OH:24])=[O:7])CCC.[NH2:25][CH2:26][C:27]([OH:29])=[O:28]>C[O-].[Na+].CO.Cl>[OH:24][C:9]1[C:10]2[S:16][C:15]([S:17][C:18]3[CH:19]=[CH:20][CH:21]=[CH:22][CH:23]=3)=[CH:14][C:11]=2[CH:12]=[N:13][C:8]=1[C:6]([NH:25][CH2:26][C:27]([OH:29])=[O:28])=[O:7] |f:2.3|. Procedure details: 7-Hydroxy-2-phenylsulfanyl-thieno[3,2-c]pyridine-6-carboxylic acid n-butyl ester, example 17.c.A, (25 mg, 0.07 mmol) and glycine (52 mg, 0.7 mmol) were suspended in 1.4 mL of 0.5 N NaOMe in methanol. The reaction mixture was heated at 120° C. for 10 minutes using a CEM microwave reactor, cooled, and diluted with 0.25 N HCl to precipitate out a white solid. The precipitate was collected on a fine glass fritted filter, washed twice with water, and dried under hi-vacuum to isolate 23 mg of the titl... The reactants are CO, C1CCOC1, O, O=C(O)C(=O)O, FC(F)(F)CCCSCCCCCOc1ccc(C2=C(c3ccccc3)CCCc3cc(OC4CCCCO4)ccc32)cc1. Yields the product Oc1ccc2c(c1)CCCC(c1ccccc1)=C2c1ccc(OCCCCCSCCCC(F)(F)F)cc1. Reaction SMILES: [CH3:57][OH:58].[O:45]1[CH2:46][CH2:47][CH2:48][CH2:49]1.[OH2:50].[OH:51][C:52]([C:53](=[O:54])[OH:55])=[O:56].[c:1]1([C:7]2=[C:8]([c:25]3[cH:26][cH:27][c:28]([O:29][CH2:30][CH2:31][CH2:32][CH2:33][CH2:34][S:35][CH2:36][CH2:37][CH2:38][C:39]([F:40])([F:41])[F:42])[cH:43][cH:44]3)[c:9]3[c:10]([cH:14][c:15]([O:18][CH:19]4[CH2:20][CH2:21][CH2:22][CH2:23][O:24]4)[cH:16][cH:17]3)[CH2:11][CH2:12][CH2:13]2)[cH:2][cH:3][cH:4][cH:5][cH:6]1>>[c:1]1([C:7]2=[C:8]([c:25]3[cH:26][cH:27][c:28]([O:29][CH2:30][CH2:31][CH2:32][CH2:33][CH2:34][S:35][CH2:36][CH2:37][CH2:38][C:39]([F:40])([F:41])[F:42])[cH:43][cH:44]3)[c:9]3[c:10]([cH:14][c:15]([OH:18])[cH:16][cH:17]3)[CH2:11][CH2:12][CH2:13]2)[cH:2][cH:3][cH:4][cH:5][cH:6]1. Reactants: O=C([O-])[O-], CCOC(C)=O, CN1CCCCC1=O, N#Cc1ccc(F)cc1, [K+], [K+], c1ccc(C2CCNCC2)cc1. The product is N#Cc1ccc(N2CCC(c3ccccc3)CC2)cc1. As a reaction SMILES: [C:22](=[O:23])([O-:24])[O-:25].[CH3:28][CH2:29][O:30][C:31](=[O:32])[CH3:33].[CH3:34][N:35]1[CH2:36][CH2:37][CH2:38][CH2:39][C:40]1=[O:41].[F:13][c:14]1[cH:15][cH:16][c:17]([C:18]#[N:19])[cH:20][cH:21]1.[K+:26].[K+:27].[c:1]1([CH:7]2[CH2:8][CH2:9][NH:10][CH2:11][CH2:12]2)[cH:2][cH:3][cH:4][cH:5][cH:6]1>>[c:1]1([CH:7]2[CH2:8][CH2:9][N:10]([c:14]3[cH:15][cH:16][c:17]([C:18]#[N:19])[cH:20][cH:21]3)[CH2:11][CH2:12]2)[cH:2][cH:3][cH:4][cH:5][cH:6]1. The reactants are CCOC(=O)C(N)Cc1ccc(Nc2nc(CC)cc3ccccc23)cc1, CCC1C(=O)CCC1=O, ClCCCl. Product: CCOC(=O)C(Cc1ccc(Nc2nc(CC)cc3ccccc23)cc1)NC1=C(CC)C(=O)CC1. As a reaction SMILES: [CH2:1]([CH3:2])[O:3][C:4]([CH:5]([CH2:6][c:7]1[cH:8][cH:9][c:10]([NH:13][c:14]2[n:15][c:16]([CH2:24][CH3:25])[cH:17][c:18]3[cH:19][cH:20][cH:21][cH:22][c:23]23)[cH:11][cH:12]1)[NH2:26])=[O:27].[CH2:28]([CH3:29])[CH:30]1[C:31](=[O:36])[CH2:32][CH2:33][C:34]1=[O:35].[Cl:37][CH2:38][CH2:39][Cl:40]>>[CH2:1]([CH3:2])[O:3][C:4]([CH:5]([CH2:6][c:7]1[cH:8][cH:9][c:10]([NH:13][c:14]2[n:15][c:16]([CH2:24][CH3:25])[cH:17][c:18]3[cH:19][cH:20][cH:21][cH:22][c:23]23)[cH:11][cH:12]1)[NH:26][C:31]1=[C:30]([CH2:28][CH3:29])[C:34](=[O:35])[CH2:33][CH2:32]1)=[O:27].